Dataset: the Open Reaction Database (ORD), a public repository of structured organic reaction records. Task: describe an organic reaction: reactants, conditions, products, and yield The reactants are C1CCOC1, COC(=O)c1ccc2c(C3CCCCC3)c3n(c2c1)CC(N(C)CCCN)COc1ccccc1-3, O=COCC(F)(F)F. Product: CNCCCN(C)C1COc2ccccc2-c2c(C3CCCCC3)c3ccc(C(=O)OC)cc3n2C1. RXN SMILES: [CH2:44]1[O:45][CH2:46][CH2:47][CH2:48]1.[CH3:1][O:2][C:3](=[O:4])[c:5]1[cH:6][cH:7][c:8]2[c:9]([CH:30]3[CH2:31][CH2:32][CH2:33][CH2:34][CH2:35]3)[c:10]3[n:11]([c:28]2[cH:29]1)[CH2:12][CH:13]([N:22]([CH3:23])[CH2:24][CH2:25][CH2:26][NH2:27])[CH2:14][O:15][c:16]1[c:17]-3[cH:18][cH:19][cH:20][cH:21]1.[CH:36]([O:37][CH2:38][C:39]([F:40])([F:41])[F:42])=[O:43]>>[CH3:1][O:2][C:3](=[O:4])[c:5]1[cH:6][cH:7][c:8]2[c:9]([CH:30]3[CH2:31][CH2:32][CH2:33][CH2:34][CH2:35]3)[c:10]3[n:11]([c:28]2[cH:29]1)[CH2:12][CH:13]([N:22]([CH3:23])[CH2:24][CH2:25][CH2:26][NH:27][CH3:36])[CH2:14][O:15][c:16]1[c:17]-3[cH:18][cH:19][cH:20][cH:21]1. Reactants: ClCCN1CCCCC1 (1-(2-chloroethyl)piperidine), ( a ), ClC1=C(C=CC=C1)CC#N (2-chlorobenzeneacetonitrile). Run in CS(=O)C (DMSO). Yields the product N1(CCCCC1)CCCC#N (piperidinebutanenitrile), ( b ). Reaction SMILES: ClC1C=C[CH:5]=[CH:4][C:3]=1[CH2:8][C:9]#[N:10].ClCC[N:14]1C[CH2:18][CH2:17][CH2:16][CH2:15]1>CS(C)=O>[N:10]1([CH2:18][CH2:17][CH2:16][C:15]#[N:14])[CH2:5][CH2:4][CH2:3][CH2:8][CH2:9]1. Reported procedure: A process for the preparation of a compound of the formula ##STR25## which comprises (a) reacting 2-chlorobenzeneacetonitrile with 1-(2-chloroethyl)piperidine in the presence of a base and DMSO to produce a piperidinebutanenitrile of the formula ##STR26## (b) alkylating the resulting piperidinebenzene-butanenitrile with an alkylating agent in the presence of a base and DMSO to produce a piperidinebutanenitrile of the formula ##STR27## (c) hydrolyzing the resulting piperidine-butanenitrile in tol... The reactants are C8F17 SO2, C7F15 SO3H, [P] (phosphorus), OC7, C(F)(F)(C(F)(F)C(F)(F)C(F)(F)C(F)(F)C(F)(F)C(F)(F)C(F)(F)F)S(=O)(=O)O (C8F17SO3H), FF (fluorine). Yields the product O(S(=O)(=O)C(F)(F)C(F)(F)C(F)(F)C(F)(F)C(F)(F)C(F)(F)C(F)(F)C(F)(F)F)S(=O)(=O)C(F)(F)C(F)(F)C(F)(F)C(F)(F)C(F)(F)C(F)(F)C(F)(F)C(F)(F)F ((C8F17SO2)2O). Isolated yield 37.0%. Reaction SMILES: [C:1]([S:26]([OH:29])(=[O:28])=[O:27])([C:4]([C:7]([C:10]([C:13]([C:16]([C:19]([C:22]([F:25])([F:24])[F:23])([F:21])[F:20])([F:18])[F:17])([F:15])[F:14])([F:12])[F:11])([F:9])[F:8])([F:6])[F:5])([F:3])[F:2].[P].FF>>[O:27]([S:26]([C:1]([C:4]([C:7]([C:10]([C:13]([C:16]([C:19]([C:22]([F:23])([F:24])[F:25])([F:20])[F:21])([F:17])[F:18])([F:15])[F:14])([F:12])[F:11])([F:9])[F:8])([F:6])[F:5])([F:3])[F:2])(=[O:28])=[O:27])[S:26]([C:1]([C:4]([C:7]([C:10]([C:13]([C:16]([C:19]([C:22]([F:24])([F:25])[F:23])([F:21])[F:20])([F:18])[F:17])([F:15])[F:14])([F:12])[F:11])([F:9])[F:8])([F:6])[F:5])([F:3])[F:2])(=[O:29])=[O:28]. Procedure details: Then, the first distillation of Example 14 was repeated, thereby to obtain 79.9 kg of (C8F17SO2)2O which is colorless and transparent. By chemical analysis, this first distillate was found to have a purity of 91 wt % and contain 5 wt % of C8F17 SO2.OC8F17, 2 wt % of C7F15SO2.OC7 F15, up to 0.5 wt % of C6F13SO2.OC6F13, 2 wt % of C8F17SO3H, up to 0.5 wt % of C7F15 SO3H, 620 wt ppm of phosphorus, and 4,100 wt ppm of free fluorine. The amount of (C8F17SO2)2O produced by the reaction was 72.7 kg, and...